This data is from the Open Reaction Database (ORD), a public repository of structured organic reaction records. The task is: describe an organic reaction: reactants, conditions, products, and yield Starting materials: Cl (hydrochloric acid), C(C(CO)(CO)N)O.Cl (Tris-HCl), C(CN(CC(=O)O)CC(=O)O)N(CC(=O)O)CC(=O)O (EDTA), C(C(CO)(CO)N)O (Tris-Base), CCCCC[C@@H](/C=C/[C@H]1[C@H]2C[C@@H]([C@@H]1C/C=C\CCCC(=O)O)OO2)O (prostaglandin H2), CCCCC[C@@H](/C=C/[C@@H]1[C@H]([C@H](CC(O1)O)O)C/C=C\CCCC(=O)O)O (TxB2). Conditions: time 30 minute. Yields the product CCCCC[C@@H](/C=C/[C@@H]1[C@H]([C@@H]2C[C@@H](O2)O1)C/C=C\CCCC(=O)O)O (TxA2). RXN SMILES: C(O)C(N)(CO)CO.Cl.C(N(CC(O)=O)CC(O)=O)CN(CC(O)=O)CC(O)=O.[CH3:30][CH2:31][CH2:32][CH2:33][CH2:34][C@H:35]([OH:54])/[CH:36]=[CH:37]/[C@@H:38]1[C@@H:42]([CH2:43]/[CH:44]=[CH:45]\[CH2:46][CH2:47][CH2:48][C:49]([OH:51])=[O:50])[C@H:41]2[O:52][O:53][C@@H:39]1[CH2:40]2.Cl.C(O)C(N)(CO)CO.CCCCC[C@H](O)/C=C/[C@H]1OC(O)C[C@H](O)[C@@H]1C/C=C\CCCC(O)=O>>[CH3:30][CH2:31][CH2:32][CH2:33][CH2:34][C@H:35]([OH:54])/[CH:36]=[CH:37]/[C@H:38]1[O:53][C@@H:39]2[O:52][C@@H:41]([CH2:40]2)[C@@H:42]1[CH2:43]/[CH:44]=[CH:45]\[CH2:46][CH2:47][CH2:48][C:49]([OH:51])=[O:50] |f:0.1|. Procedure details: 1 ml of a buffer (20 MM Tris-HCl buffer, 1 mM EDTA, pH 7.5) containing human blood platelet microsomes (50 μg protein/ml) and the test compound (final concentration 10−7M) was agitated, then incubated at 0° C. for 30 minutes. To this was added prostaglandin H2 (100 ng/2 μl). This was incubated at 23° C. for 3 minutes to cause a reaction. Next, 1M hydrochloric acid was added to make the solution acidic and stop the reaction, then this was neutralized by 1M Tris-Base and centrifuged at 3000 rpm fo... Starting materials: C[N+]1([O-])CCOCC1, C=CC1(COCc2ccccc2)CCN(C(=O)OC(C)(C)C)CC1, [Na+], C1CCOC1, O, O=S(=O)([O-])O. Yields the product CC(C)(C)OC(=O)N1CCC(COCc2ccccc2)(C(O)CO)CC1. Reaction SMILES: [CH3:25][N+:26]1([O-:27])[CH2:28][CH2:30][O:29][CH2:31][CH2:32]1.[CH:1](=[CH2:2])[C:3]1([CH2:16][O:17][CH2:18][c:19]2[cH:20][cH:21][cH:22][cH:23][cH:24]2)[CH2:4][CH2:5][N:6]([C:9](=[O:10])[O:11][C:12]([CH3:13])([CH3:14])[CH3:15])[CH2:7][CH2:8]1.[Na+:38].[O:40]1[CH2:41][CH2:42][CH2:43][CH2:44]1.[OH2:39].[S:33]([O-:34])([OH:35])(=[O:36])=[O:37]>>[CH:1]([CH2:2][OH:29])([C:3]1([CH2:16][O:17][CH2:18][c:19]2[cH:20][cH:21][cH:22][cH:23][cH:24]2)[CH2:4][CH2:5][N:6]([C:9](=[O:10])[O:11][C:12]([CH3:13])([CH3:14])[CH3:15])[CH2:7][CH2:8]1)[OH:39]. Starting materials: CCI, CCO, [Na], CCOC(=O)CC(=O)N(c1ccccc1)c1ccccc1. The product is CCOC(=O)C(CC)C(=O)N(c1ccccc1)c1ccccc1. As a reaction SMILES: [CH2:23]([CH3:24])[I:25].[CH3:26][CH2:27][OH:28].[Na:1].[c:2]1([N:8]([C:9](=[O:10])[CH2:11][C:12](=[O:13])[O:14][CH2:15][CH3:16])[c:17]2[cH:18][cH:19][cH:20][cH:21][cH:22]2)[cH:3][cH:4][cH:5][cH:6][cH:7]1>>[c:2]1([N:8]([C:9](=[O:10])[CH:11]([C:12](=[O:13])[O:14][CH2:15][CH3:16])[CH2:23][CH3:24])[c:17]2[cH:18][cH:19][cH:20][cH:21][cH:22]2)[cH:3][cH:4][cH:5][cH:6][cH:7]1. Starting materials: CN(C)S(=O)(=O)c1ccccc1Nc1nc(Cl)ncc1Cl, CCN1C(=O)C(NC(=O)C2CC2)CCc2c1ccc(N)c2OC. The product is CCN1C(=O)C(NC(=O)C2CC2)CCc2c1ccc(Nc1ncc(Cl)c(Nc3ccccc3S(=O)(=O)N(C)C)n1)c2OC. As a reaction SMILES: [Cl:24][c:25]1[n:26][cH:27][c:28]([Cl:44])[c:29]([NH:31][c:32]2[c:33]([S:38](=[O:39])(=[O:40])[N:41]([CH3:42])[CH3:43])[cH:34][cH:35][cH:36][cH:37]2)[n:30]1.[NH2:1][c:2]1[c:3]([O:22][CH3:23])[c:4]2[c:5]([cH:20][cH:21]1)[N:6]([CH2:18][CH3:19])[C:7](=[O:17])[CH:8]([NH:11][C:12](=[O:13])[CH:14]1[CH2:15][CH2:16]1)[CH2:9][CH2:10]2>>[NH:1]([c:2]1[c:3]([O:22][CH3:23])[c:4]2[c:5]([cH:20][cH:21]1)[N:6]([CH2:18][CH3:19])[C:7](=[O:17])[CH:8]([NH:11][C:12](=[O:13])[CH:14]1[CH2:15][CH2:16]1)[CH2:9][CH2:10]2)[c:25]1[n:26][cH:27][c:28]([Cl:44])[c:29]([NH:31][c:32]2[c:33]([S:38](=[O:39])(=[O:40])[N:41]([CH3:42])[CH3:43])[cH:34][cH:35][cH:36][cH:37]2)[n:30]1. Reactants: C(C)(C)(C)OC(=O)C(N1C(N(C2=C1C=C(C=C2)C#N)C(=O)OC(C)(C)C)=O)C2=CC=CC=C2 (tert-Butyl 3-(tert-butoxycarbonylphenylmethyl)-5-cyano-2-oxo-2,3-dihydro-benzimidazole-1-carboxylate), C(C)(C)(C)OC(=O)C(N1C(N(C2=C1C=C(C=C2)C#N)C(=O)OC(C)(C)C)=O)C2=CC=CC=C2 (tert-butyl 3-(tert-butoxycarbonylphenylmethyl)-5-cyano-2-oxo-2,3-dihydrobenzimidazole-1-carboxylate), FC(C(=O)O)(F)F (trifluoroacetic acid). Run in ClCCl (dichloromethane). The product is C(#N)C=1C=CC2=C(N(C(N2)=O)C(C(=O)O)C2=CC=CC=C2)C1 ((6-Cyano-2-oxo-2,3-dihydrobenzimidazol-1-yl)phenylacetic acid). RXN SMILES: C([O:5][C:6]([CH:8]([C:28]1[CH:33]=[CH:32][CH:31]=[CH:30][CH:29]=1)[N:9]1[C:13]2[CH:14]=[C:15]([C:18]#[N:19])[CH:16]=[CH:17][C:12]=2[N:11](C(OC(C)(C)C)=O)[C:10]1=[O:27])=[O:7])(C)(C)C.FC(F)(F)C(O)=O>ClCCl>[C:18]([C:15]1[CH:16]=[CH:17][C:12]2[NH:11][C:10](=[O:27])[N:9]([CH:8]([C:28]3[CH:33]=[CH:32][CH:31]=[CH:30][CH:29]=3)[C:6]([OH:7])=[O:5])[C:13]=2[CH:14]=1)#[N:19]. Reported procedure: tert-Butyl 3-(tert-butoxycarbonylphenylmethyl)-5-cyano-2-oxo-2,3-dihydro-benzimidazole-1-carboxylate 695 mg (1.55 mmol) of tert-butyl 3-(tert-butoxycarbonylphenylmethyl)-5-cyano-2-oxo-2,3-dihydrobenzimidazole-1-carboxylate (VIIc) were dissolved in dichloromethane (30 ml) and, while stirring at room temperature, trifluoroacetic acid (20 ml) was added. The reaction solution was stirred for 2 h and then the solvent and excess trifluoroacetic acid were removed in vacuo. The residue was taken up agai...